From a dataset of the Open Reaction Database (ORD), a public repository of structured organic reaction records. describe an organic reaction: reactants, conditions, products, and yield Reactants: Brc1cccnc1, Cc1c(Br)cccc1B(O)O, O=C([O-])[O-], Cc1ccccc1, [Na+], [Na+], c1ccc(P(c2ccccc2)(c2ccccc2)[Pd](P(c2ccccc2)(c2ccccc2)c2ccccc2)(P(c2ccccc2)(c2ccccc2)c2ccccc2)P(c2ccccc2)(c2ccccc2)c2ccccc2)cc1. Product: Cc1c(Br)cccc1-c1cccnc1. RXN SMILES: [Br:12][c:13]1[cH:14][n:15][cH:16][cH:17][cH:18]1.[Br:1][c:2]1[c:3]([CH3:11])[c:4]([B:8]([OH:9])[OH:10])[cH:5][cH:6][cH:7]1.[C:19](=[O:20])([O-:21])[O-:22].[CH3:25][c:26]1[cH:27][cH:28][cH:29][cH:30][cH:31]1.[Na+:23].[Na+:24].[cH:32]1[cH:33][cH:34][c:35]([P:36]([Pd:37]([P:38]([c:39]2[cH:40][cH:41][cH:42][cH:43][cH:44]2)([c:45]2[cH:46][cH:47][cH:48][cH:49][cH:50]2)[c:51]2[cH:52][cH:53][cH:54][cH:55][cH:56]2)([P:57]([c:58]2[cH:59][cH:60][cH:61][cH:62][cH:63]2)([c:64]2[cH:65][cH:66][cH:67][cH:68][cH:69]2)[c:70]2[cH:71][cH:72][cH:73][cH:74][cH:75]2)[P:76]([c:77]2[cH:78][cH:79][cH:80][cH:81][cH:82]2)([c:83]2[cH:84][cH:85][cH:86][cH:87][cH:88]2)[c:89]2[cH:90][cH:91][cH:92][cH:93][cH:94]2)([c:95]2[cH:96][cH:97][cH:98][cH:99][cH:100]2)[c:101]2[cH:102][cH:103][cH:104][cH:105][cH:106]2)[cH:107][cH:108]1>>[Br:1][c:2]1[c:3]([CH3:11])[c:4](-[c:13]2[cH:14][n:15][cH:16][cH:17][cH:18]2)[cH:5][cH:6][cH:7]1. Starting materials: C(C)(C)(C)OC(=O)N(C=1C=NC=CC1N1C[C@@H]([C@@H]([C@@H](C1)C)CS(=O)(=O)[O-])NC(=O)OC(C)(C)C)C(=O)OC(C)(C)C ((3R,4R,5S)-1-(3-(bis(tert-butoxycarbonyl)amino)pyridin-4-yl)-3-(tert-butoxycarbonylamino)-5-methylpiperidin-4-ylmethanesulfonate), [C-]#N.[Na+] (NaCN). Run in CN(C)C=O (DMF). Reaction conditions: temperature 80 celsius, time 6 hour. Product: C(C)(C)(C)OC(=O)NC=1C=NC=CC1N1C[C@H]([C@H]([C@H](C1)C)C#N)NC(OC(C)(C)C)=O (tert-butyl ((3S,4S,5R)-1-(3-((tert-butoxycarbonyl)amino)pyridin-4-yl)-4-cyano-5-methylpiperidin-3-yl)carbamate). Isolated yield 5.0%. As a reaction SMILES: [C:1]([O:5][C:6]([N:8](C(OC(C)(C)C)=O)[C:9]1[CH:10]=[N:11][CH:12]=[CH:13][C:14]=1[N:15]1[CH2:20][C@@H:19]([CH3:21])[C@@H:18]([CH2:22]S([O-])(=O)=O)[C@@H:17]([NH:27][C:28]([O:30][C:31]([CH3:34])([CH3:33])[CH3:32])=[O:29])[CH2:16]1)=[O:7])([CH3:4])([CH3:3])[CH3:2].[C-]#[N:43].[Na+]>CN(C=O)C>[C:1]([O:5][C:6]([NH:8][C:9]1[CH:10]=[N:11][CH:12]=[CH:13][C:14]=1[N:15]1[CH2:20][C@H:19]([CH3:21])[C@H:18]([C:22]#[N:43])[C@H:17]([NH:27][C:28](=[O:29])[O:30][C:31]([CH3:33])([CH3:34])[CH3:32])[CH2:16]1)=[O:7])([CH3:2])([CH3:4])[CH3:3] |f:1.2|. Procedure details: To a solution of (3R,4R,5S)-1-(3-(bis(tert-butoxycarbonyl)amino)pyridin-4-yl)-3-(tert-butoxycarbonylamino)-5-methylpiperidin-4-ylmethanesulfonate (1.0 equiv.) in DMF (0.10 M) was added NaCN (5.0 equiv.). The mixture was stirred at 80° C. for 6 hrs and partitioned between EtOAc and H2O. The organic layer was washed NaCl(sat.), dried over MgSO4, filtered, concentrated and purified by ISCO SiO2 chromatography to yield tert-butyl ((3S,4S,5R)-1-(3-((tert-butoxycarbonyl)amino)pyridin-4-yl)-4-cyano-5-m...